describe an organic reaction: reactants, conditions, products, and yield From a dataset of the Open Reaction Database (ORD), a public repository of structured organic reaction records. The reactants are COCC[Al+2], O=C(O)c1ccccc1Oc1ccc(F)cc1, [H-], [H-], [H-], [Na+], [Na+], [OH-], c1ccccc1. Yields the product OCc1ccccc1Oc1ccc(F)cc1. RXN SMILES: [CH3:2][O:3][CH2:4][CH2:5][Al+2:6].[F:10][c:11]1[cH:12][cH:13][c:14]([O:15][c:16]2[c:17]([C:18](=[O:19])[OH:20])[cH:21][cH:22][cH:23][cH:24]2)[cH:25][cH:26]1.[H-:1].[H-:8].[H-:9].[Na+:28].[Na+:7].[OH-:27].[cH:29]1[cH:30][cH:31][cH:32][cH:33][cH:34]1>>[F:10][c:11]1[cH:12][cH:13][c:14]([O:15][c:16]2[c:17]([CH2:18][OH:19])[cH:21][cH:22][cH:23][cH:24]2)[cH:25][cH:26]1. Starting materials: O=C([O-])[O-], [Cl-], COc1ccc(Nc2nc(Cl)ncc2-c2nc(C)nc(SC)n2)cn1, [Cs+], [Cs+], OB(O)c1ccc(F)cc1, [NH4+], C1COCCO1, O. Product: COc1ccc(Nc2nc(-c3ccc(F)cc3)ncc2-c2nc(C)nc(SC)n2)cn1. Reaction SMILES: [C:36](=[O:37])([O-:38])[O-:39].[Cl-:49].[Cl:1][c:2]1[n:3][cH:4][c:5](-[c:17]2[n:18][c:19]([S:24][CH3:25])[n:20][c:21]([CH3:23])[n:22]2)[c:6]([NH:8][c:9]2[cH:10][n:11][c:12]([O:15][CH3:16])[cH:13][cH:14]2)[n:7]1.[Cs+:40].[Cs+:41].[F:26][c:27]1[cH:28][cH:29][c:30]([B:33]([OH:34])[OH:35])[cH:31][cH:32]1.[NH4+:50].[O:42]1[CH2:43][CH2:44][O:45][CH2:46][CH2:47]1.[OH2:48]>>[c:2]1(-[c:30]2[cH:29][cH:28][c:27]([F:26])[cH:32][cH:31]2)[n:3][cH:4][c:5](-[c:17]2[n:18][c:19]([S:24][CH3:25])[n:20][c:21]([CH3:23])[n:22]2)[c:6]([NH:8][c:9]2[cH:10][n:11][c:12]([O:15][CH3:16])[cH:13][cH:14]2)[n:7]1.